Dataset: the Open Reaction Database (ORD), a public repository of structured organic reaction records. Task: describe an organic reaction: reactants, conditions, products, and yield Reactants: [Al+3], [Al+3], CNC(=O)Cc1cc(F)ccc1Br, C1CCOC1, CCOCC, [Cl-], [Cl-], [Cl-], [H-], [H-], [H-], [H-], [Li+], [Na+], [OH-], O. Yields the product CNCCc1cc(F)ccc1Br. Reaction SMILES: [Al+3:2].[Al+3:8].[Br:11][c:12]1[c:13]([CH2:19][C:20](=[O:21])[NH:22][CH3:23])[cH:14][c:15]([F:18])[cH:16][cH:17]1.[CH2:31]1[O:32][CH2:33][CH2:34][CH2:35]1.[CH3:26][CH2:27][O:28][CH2:29][CH3:30].[Cl-:10].[Cl-:7].[Cl-:9].[H-:1].[H-:4].[H-:5].[H-:6].[Li+:3].[Na+:25].[OH-:24].[OH2:36]>>[Br:11][c:12]1[c:13]([CH2:19][CH2:20][NH:22][CH3:23])[cH:14][c:15]([F:18])[cH:16][cH:17]1. Reactants: CO, O=C[O-], [NH4+], C1CCOC1, O, CC(c1ccccc1)N1CCOC(c2ccc(NC3CCOC3)cc2)C1. Yields the product c1cc(C2CNCCO2)ccc1NC1CCOC1. RXN SMILES: [CH3:36][OH:37].[CH:27]([O-:28])=[O:29].[NH4+:30].[O:31]1[CH2:32][CH2:33][CH2:34][CH2:35]1.[OH2:38].[c:1]1([CH:2]([CH3:3])[N:9]2[CH2:10][CH:11]([c:15]3[cH:16][cH:17][c:18]([NH:21][CH:22]4[CH2:23][O:24][CH2:25][CH2:26]4)[cH:19][cH:20]3)[O:12][CH2:13][CH2:14]2)[cH:4][cH:5][cH:6][cH:7][cH:8]1>>[NH:9]1[CH2:10][CH:11]([c:15]2[cH:16][cH:17][c:18]([NH:21][CH:22]3[CH2:23][O:24][CH2:25][CH2:26]3)[cH:19][cH:20]2)[O:12][CH2:13][CH2:14]1.